Task: describe an organic reaction: reactants, conditions, products, and yield. Dataset: the Open Reaction Database (ORD), a public repository of structured organic reaction records Reactants: CCCCC(CC)N=C=S, Cl, Nc1cc(Cl)sc1S(N)(=O)=O. Product: CCCCC(CC)NC(=S)NS(=O)(=O)c1sc(Cl)cc1N. Reaction SMILES: [CH2:13]([CH3:14])[CH:15]([CH2:16][CH2:17][CH2:18][CH3:19])[N:20]=[C:21]=[S:22].[ClH:1].[NH2:2][c:3]1[c:4]([S:9](=[O:10])(=[O:11])[NH2:12])[s:5][c:6]([Cl:8])[cH:7]1>>[NH2:2][c:3]1[c:4]([S:9](=[O:10])(=[O:11])[NH:12][C:21]([NH:20][CH:15]([CH2:13][CH3:14])[CH2:16][CH2:17][CH2:18][CH3:19])=[S:22])[s:5][c:6]([Cl:8])[cH:7]1. Procedure details: Add a solution of 2,2,2-trichloroethylchloroformate (1.80 g, 8.5 mmol) in THF (10 mL) dropwise to an ice-salt cooled solution of 5-(1-trifluoromethyl-cyclopropyl)-2-p-tolyl-2H-pyrazol-3-ylamine (2.29 g, 8.1 mmol) and pyridine (0.9 mL, 11 mmol) in THF (30 mL) at −15° C. Stir at −15° C. for 0.5 hours and then 22° C. for 1 hour, then distribute the reaction mixture between dichloromethane (50 mL) and a saturated aq. sodium bicarbonate solution (50 mL). Isolate the aqueous phase and extract twice wi... Isolated yield 75.2%. Solvent: ClCCl (dichloromethane), C1CCOC1 (THF), C1CCOC1 (THF). Product: ClC(COC(NC=1N(N=C(C1)C1(CC1)C)C=1C=NC(=CC1)C)=O)(Cl)Cl ([5-(1-Methyl-cyclopropyl)-2-(6-methyl-pyridin-3-yl)-2H-pyrazol-3-yl]-carbamic acid 2,2,2-trichloro-ethyl ester). As a reaction SMILES: [Cl:1][C:2]([Cl:9])([Cl:8])[CH2:3][O:4][C:5](Cl)=[O:6].F[C:11](F)(F)[C:12]1([C:15]2[CH:16]=[C:17]([NH2:27])[N:18]([C:20]3[CH:25]=[CH:24][C:23]([CH3:26])=C[CH:21]=3)[N:19]=2)[CH2:14][CH2:13]1.[N:30]1C=CC=CC=1.C(=O)(O)[O-].[Na+]>C1COCC1.ClCCl>[Cl:1][C:2]([Cl:9])([Cl:8])[CH2:3][O:4][C:5](=[O:6])[NH:27][C:17]1[N:18]([C:20]2[CH:21]=[N:30][C:23]([CH3:26])=[CH:24][CH:25]=2)[N:19]=[C:15]([C:12]2([CH3:11])[CH2:13][CH2:14]2)[CH:16]=1 |f:3.4|. The reactants are ClC(COC(=O)Cl)(Cl)Cl (2,2,2-trichloroethylchloroformate), ice-salt, FC(C1(CC1)C=1C=C(N(N1)C1=CC=C(C=C1)C)N)(F)F (5-(1-trifluoromethyl-cyclopropyl)-2-p-tolyl-2H-pyrazol-3-ylamine), N1=CC=CC=C1 (pyridine), C([O-])(O)=O.[Na+] (sodium bicarbonate). Reaction conditions: temperature -15 celsius, time 0.5 hour. Starting materials: [BH3-]C#N, CC(C)=O, CC#N, O=[N+]([O-])c1ccc(Cl)c(OCC2CCNCC2)c1, [Na+]. Product: CC(C)N1CCC(COc2cc([N+](=O)[O-])ccc2Cl)CC1. Reaction SMILES: [C:23]([BH3-:24])#[N:25].[CH3:19][C:20]([CH3:21])=[O:22].[CH3:27][C:28]#[N:29].[Cl:1][c:2]1[c:3]([O:4][CH2:5][CH:6]2[CH2:7][CH2:8][NH:9][CH2:10][CH2:11]2)[cH:12][c:13]([N+:16](=[O:17])[O-:18])[cH:14][cH:15]1.[Na+:26]>>[Cl:1][c:2]1[c:3]([O:4][CH2:5][CH:6]2[CH2:7][CH2:8][N:9]([CH:20]([CH3:19])[CH3:21])[CH2:10][CH2:11]2)[cH:12][c:13]([N+:16](=[O:17])[O-:18])[cH:14][cH:15]1. Starting materials: BrC1=CC(=C(C=C1F)F)Br (1,3 dibromo-4,6-difluorobenzene), C(C)(C)[Mg]Cl (isopropyl magnesium chloride), C(C)(=O)OO (peracetic acid), C([O-])([O-])=O.[K+].[K+] (potassium carbonate), IC (iodomethane), COB(OC)OC (Trimethylborate). The solvent is C1CCOC1 (THF). Reaction conditions: temperature 0 celsius, time 30 minute. Yields the product BrC1=C(C=C(C(=C1)OC)F)F (1-bromo-2,4-difluoro-5-methoxybenzene). Yield: 23.2%. As a reaction SMILES: [Br:1][C:2]1[C:7]([F:8])=[CH:6][C:5]([F:9])=[C:4](Br)[CH:3]=1.C([Mg]Cl)(C)C.[CH3:16][O:17]B(OC)OC.C(OO)(=O)C.C(=O)([O-])[O-].[K+].[K+].IC>C1COCC1>[Br:1][C:2]1[CH:3]=[C:4]([O:17][CH3:16])[C:5]([F:9])=[CH:6][C:7]=1[F:8] |f:4.5.6|. Reported procedure: To a solution of 1,3 dibromo-4,6-difluorobenzene (10.0 g, 37 mmol) in THF (50 mL) at −20° C. was added isopropyl magnesium chloride (2.0M in THF, 42 mmol) and the resulting solution warm to 0° C. and stirred for 30 minutes. Trimethylborate (4.7 g, 45 mmol) was added and the mixture stirred at ambient temperature for 1 hour. The solution was recooled to −20° C. and peracetic acid (32%, 50 mmol) was added and the solution was stirred for 30 minutes at ambient temperature. The solution was then que... Reactants: Cl (HCl), O1CCOCC1 (dioxane), C(C)(C)(C)OC(=O)N1CCN(CC1)C1=NOC2=C1C=NC=C2 (4-Isoxazolo[4,5-c]pyridin-3-yl-piperazine-1-carboxylic acid tert-butyl ester). Run in C(Cl)Cl (CH2Cl2). Run at time 16 hour. Yields the product Cl.Cl.N1(CCNCC1)C1=NOC2=C1C=NC=C2 (3-piperazin-1-yl-isoxazolo[4,5-c]pyridine dihydrochloride). RXN SMILES: C(OC([N:8]1[CH2:13][CH2:12][N:11]([C:14]2[C:18]3[CH:19]=[N:20][CH:21]=[CH:22][C:17]=3[O:16][N:15]=2)[CH2:10][CH2:9]1)=O)(C)(C)C.[ClH:23].O1CCOCC1>C(Cl)Cl>[ClH:23].[ClH:23].[N:11]1([C:14]2[C:18]3[CH:19]=[N:20][CH:21]=[CH:22][C:17]=3[O:16][N:15]=2)[CH2:10][CH2:9][NH:8][CH2:13][CH2:12]1 |f:4.5.6|. Procedure details: 4-Isoxazolo[4,5-c]pyridin-3-yl-piperazine-1-carboxylic acid tert-butyl ester (960 mg, 3.1 mmol) was dissolved in CH2Cl2 (2 ml) and 4 N HCl in dioxane (15.7 ml, 63 mmol) was added. The resulting mixture was stirred 16 h at r.t. After dilution with iPr2O the product was collected by filtration and washed with one portion of iPr2O before drying it under high vacuum at 50° C. to obtain 850 mg (97%) as a pink solid. m/z=205.2 ([M+H]+). The reactants are CN(C(C(CC(=O)NC)C1=CC=C(C=C1)OCC1=CC(=CC(=C1)C(F)(F)F)C(F)(F)F)=O)[C@@H](C(=O)OC)C (Methyl 2-{N-Methyl-N-[(R/S)-α-methylaminocarbonylmethyl-4-(3,5-bistrifluoromethylbenzyloxy)phenylacetyl]amino}-(R)-propionate), [Li+].[OH-] (LiOH). Solvent: CO (MeOH). Reaction conditions: time 1 hour. The product is CN(C(C(CC(=O)NC)C1=CC=C(C=C1)OCC1=CC(=CC(=C1)C(F)(F)F)C(F)(F)F)=O)[C@@H](C(=O)O)C (2-{N-Methyl-N-[(R/S)-α-methylaminocarbonylmethyl-4-(3,5-bistrifluoromethylbenzyloxy)phenylacetyl]amino}-(R)-propionic Acid). Yield: 93.6%. RXN SMILES: [CH3:1][N:2]([C@H:33]([CH3:38])[C:34]([O:36]C)=[O:35])[C:3](=[O:32])[CH:4]([C:10]1[CH:15]=[CH:14][C:13]([O:16][CH2:17][C:18]2[CH:23]=[C:22]([C:24]([F:27])([F:26])[F:25])[CH:21]=[C:20]([C:28]([F:31])([F:30])[F:29])[CH:19]=2)=[CH:12][CH:11]=1)[CH2:5][C:6]([NH:8][CH3:9])=[O:7].[Li+].[OH-]>CO>[CH3:1][N:2]([C@H:33]([CH3:38])[C:34]([OH:36])=[O:35])[C:3](=[O:32])[CH:4]([C:10]1[CH:11]=[CH:12][C:13]([O:16][CH2:17][C:18]2[CH:23]=[C:22]([C:24]([F:25])([F:26])[F:27])[CH:21]=[C:20]([C:28]([F:29])([F:30])[F:31])[CH:19]=2)=[CH:14][CH:15]=1)[CH2:5][C:6]([NH:8][CH3:9])=[O:7] |f:1.2|. Reported procedure: Methyl 2-{N-methyl-N-[(R/S)-α-methylaminocarbonylmethyl-4-(3,5-bistrifluoromethylbenzyloxy)phenylacetyl]amino}-(R)-propionate 48g (310 mg, 0.56 mmol) was dissolved in MeOH (5 mL) and 1 N LiOH (2 mL) was added. The solution was stirred for 1 hour and concentrated in vacuo. EtOAc was added and the solution was acidified with 1 N HCl, washed with brine, dried over MgSO4, and concentrated to afford the acid (280 mg, 92%) as a solid. MS (ESI): (M+H)+=535.8.